Task: describe an organic reaction: reactants, conditions, products, and yield. Dataset: the Open Reaction Database (ORD), a public repository of structured organic reaction records Starting materials: C(=C)(C)C1C(CCCC1)(O)C=C (2-isopropenyl-1-vinylcyclohexan-1-ol), mercuric trifluoroacetate, [BH4-].[Na+] (sodium borohydride). The solvent is C(Cl)Cl (methylene chloride), [OH-].[Na+] (sodium hydroxide). Yields the product CC=1CCCC(CCCCC1)=O (5-methylcyclodec-5-en-1-one). As a reaction SMILES: [C:1]([CH:4]1[CH2:9][CH2:8][CH2:7][CH2:6][C:5]1([CH:11]=[CH2:12])[OH:10])([CH3:3])=[CH2:2].[BH4-].[Na+]>C(Cl)Cl.[OH-].[Na+]>[CH3:3][C:1]1[CH2:2][CH2:12][CH2:11][C:5](=[O:10])[CH2:6][CH2:7][CH2:8][CH2:9][CH:4]=1 |f:1.2,4.5|. Reported procedure: A mixture of 2-isopropenyl-1-vinylcyclohexan-1-ol (0.166 g, 10-3 mol) and mercuric trifluoroacetate (0.423 g) in methylene chloride (10 cc) is kept at a temperature of the order of 20° C. After a reaction time of 5 minutes, a solution of sodium borohydride (0.010 g) in 3 N sodium hydroxide solution (0.66 cc) is added to the reaction mixture. The reaction mixture is extracted with methylene chloride (3×10 cc). The organic extracts are dried over magnesium sulphate. After filtration and concentrat...